Dataset: the Open Reaction Database (ORD), a public repository of structured organic reaction records. Task: describe an organic reaction: reactants, conditions, products, and yield Procedure: Prepared in analogy to example 1.1 from 4-fluoro-hippuric acid (CA [366-79-0]) and rac-C-(4-trifluoromethoxy-phenyl)-C-(3-trifluoromethyl-phenyl)-methylamine (example 4.8). Product: FC1=CC=C(C(=O)NCC(NC(C2=CC(=CC=C2)C(F)(F)F)C2=CC=C(C=C2)OC(F)(F)F)=O)C=C1 (rac-4-Fluoro-N-({[(4-trifluoromethoxy-phenyl)-(3-trifluoromethyl-phenyl)-methyl]-carbamoyl}-methyl)-benzamide). The reactants are FC1=CC=C(C(NCC(=O)O)=O)C=C1 (4-fluoro-hippuric acid), FC(OC1=CC=C(C=C1)C(C1=CC(=CC=C1)C(F)(F)F)N)(F)F (rac-C-(4-trifluoromethoxy-phenyl)-C-(3-trifluoromethyl-phenyl)-methylamine). As a reaction SMILES: [F:1][C:2]1[CH:14]=[CH:13][C:5]([C:6](=[O:12])[NH:7][CH2:8][C:9]([OH:11])=O)=[CH:4][CH:3]=1.[F:15][C:16]([F:37])([F:36])[O:17][C:18]1[CH:23]=[CH:22][C:21]([CH:24]([NH2:35])[C:25]2[CH:30]=[CH:29][CH:28]=[C:27]([C:31]([F:34])([F:33])[F:32])[CH:26]=2)=[CH:20][CH:19]=1>>[F:1][C:2]1[CH:3]=[CH:4][C:5]([C:6]([NH:7][CH2:8][C:9](=[O:11])[NH:35][CH:24]([C:21]2[CH:22]=[CH:23][C:18]([O:17][C:16]([F:15])([F:36])[F:37])=[CH:19][CH:20]=2)[C:25]2[CH:30]=[CH:29][CH:28]=[C:27]([C:31]([F:33])([F:34])[F:32])[CH:26]=2)=[O:12])=[CH:13][CH:14]=1.